The task is: describe an organic reaction: reactants, conditions, products, and yield. This data is from the Open Reaction Database (ORD), a public repository of structured organic reaction records. The reactants are OCC1=CC=C(OCCCC(=O)OCC)C=C1 (Ethyl 4-[4-(hydroxymethyl)phenoxy]butanoate), C1(=CC=CC=C1)P(C1=CC=CC=C1)C1=CC=CC=C1 (triphenyl phosphine), N1C=NC=C1 (imidazole), II (iodine). The solvent is C(C)#N (acetonitrile). Run at time 20 minute. Yields the product ICC1=CC=C(OCCCC(=O)OCC)C=C1 (Ethyl 4-[4-(iodomethyl)phenoxy]butanoate). As a reaction SMILES: O[CH2:2][C:3]1[CH:17]=[CH:16][C:6]([O:7][CH2:8][CH2:9][CH2:10][C:11]([O:13][CH2:14][CH3:15])=[O:12])=[CH:5][CH:4]=1.C1(P(C2C=CC=CC=2)C2C=CC=CC=2)C=CC=CC=1.N1C=CN=C1.[I:42]I>C(#N)C>[I:42][CH2:2][C:3]1[CH:17]=[CH:16][C:6]([O:7][CH2:8][CH2:9][CH2:10][C:11]([O:13][CH2:14][CH3:15])=[O:12])=[CH:5][CH:4]=1. Procedure details: To a solution of the intermediate from step B (1 g, 4.24 mmol) in acetonitrile was added triphenyl phosphine (1.45 g, 5.5 mmol), imidazole (0.4 g, 5.93 mmol) and iodine (1.51 g, 5.94 mmol). After 20 minutes, the reaction was quenched with saturated Na2S2O3 solution. The resulting mixture was extracted with ethyl acetate washed with brine and dried over anhydrous Na2SO4. The solution was filtered, concentrated in vacuo and purified by flash chromatography using 15% ethyl acetate-hexanes to give t...